From a dataset of the Open Reaction Database (ORD), a public repository of structured organic reaction records. describe an organic reaction: reactants, conditions, products, and yield Starting materials: BrC1=CC=2C3=C(NC2C=N1)N=CC(=C3)I (6-bromo-3-iodo-9H-dipyrido[2,3-b;4′,3′-d]pyrrole), COC1CCN(CC1)CC1=CC=C(C=C1)B1OC(C(O1)(C)C)(C)C (4-methoxy-1-[4-(4,4,5,5-tetramethyl-[1,3,2]dioxaborolan-2-yl)-benzyl]-piperidine), 1,1′-[bis(diphenylphosphino)ferrocene]dichloropalladium(II). Run in 2-methyl THF, C([O-])([O-])=O.[Na+].[Na+] (sodium carbonate). Reaction conditions: temperature 85 celsius. Yields the product BrC1=CC=2C3=C(NC2C=N1)N=CC(=C3)C3=CC=C(C=C3)CN3CCC(CC3)OC (6-Bromo-3-[4-(4-methoxypiperidin-1-ylmethyl)-phenyl]-9H-dipyrido[2,3-b;4′,3′-d]pyrrole). Yield: 28.1%. Reaction SMILES: [Br:1][C:2]1[N:10]=[CH:9][C:8]2[NH:7][C:6]3[N:11]=[CH:12][C:13](I)=[CH:14][C:5]=3[C:4]=2[CH:3]=1.[CH3:16][O:17][CH:18]1[CH2:23][CH2:22][N:21]([CH2:24][C:25]2[CH:30]=[CH:29][C:28](B3OC(C)(C)C(C)(C)O3)=[CH:27][CH:26]=2)[CH2:20][CH2:19]1>C(=O)([O-])[O-].[Na+].[Na+]>[Br:1][C:2]1[N:10]=[CH:9][C:8]2[NH:7][C:6]3[N:11]=[CH:12][C:13]([C:28]4[CH:27]=[CH:26][C:25]([CH2:24][N:21]5[CH2:20][CH2:19][CH:18]([O:17][CH3:16])[CH2:23][CH2:22]5)=[CH:30][CH:29]=4)=[CH:14][C:5]=3[C:4]=2[CH:3]=1 |f:2.3.4|. Reported procedure: A degassed mixture of 6-bromo-3-iodo-9H-dipyrido[2,3-b;4′,3′-d]pyrrole (0.50 g, 1.3 mmol), 4-methoxy-1-[4-(4,4,5,5-tetramethyl-[1,3,2]dioxaborolan-2-yl)-benzyl]-piperidine (0.80 g, 2.4 mmol) and 1,1′-[bis(diphenylphosphino)ferrocene]dichloropalladium(II) (0.16 g, 0.2 mmol) in 2-methyl THF (20 mL) and saturated aqueous sodium carbonate (10 mL) was heated at 85° C. for 3 h. The material was partitioned between DCM, water and methanol and the phases were separated. The organic phase was separated, ... The reactants are CC(C)(C)OC(=O)OC(=O)[O-], Cl, Cl, Cl, O=C(O)C1CNCCN1, [Na+], C1COCCO1, [OH-], O. Yields the product CC(C)(C)OC(=O)N1CCNC(C(=O)O)C1. RXN SMILES: [C:14](=[O:15])([O:16][C:17]([CH3:18])([CH3:19])[CH3:20])[O:21][C:22]([O-:23])=[O:24].[ClH:1].[ClH:25].[ClH:2].[NH:3]1[CH:4]([C:9](=[O:10])[OH:11])[CH2:5][NH:6][CH2:7][CH2:8]1.[Na+:13].[O:26]1[CH2:27][CH2:28][O:29][CH2:30][CH2:31]1.[OH-:12].[OH2:32]>>[NH:3]1[CH:4]([C:9](=[O:10])[OH:11])[CH2:5][N:6]([C:14](=[O:15])[O:16][C:17]([CH3:18])([CH3:19])[CH3:20])[CH2:7][CH2:8]1. Reactants: C1(=CC=CC=C1)C(=C1CCC2CCCCN2C1)C1=CC=CC=C1 (3-diphenylmethylenequinolizidine), CI (methyl iodide). The solvent is CO (methanol). Product: CI.C1(=CC=CC=C1)C(=C1CCC2CCCCN2C1)C1=CC=CC=C1 (3-Diphenylmethylenequinolizidine methyl iodide). Reaction SMILES: [C:1]1([C:7]([C:18]2[CH:23]=[CH:22][CH:21]=[CH:20][CH:19]=2)=[C:8]2[CH2:17][N:16]3[CH:11]([CH2:12][CH2:13][CH2:14][CH2:15]3)[CH2:10][CH2:9]2)[CH:6]=[CH:5][CH:4]=[CH:3][CH:2]=1.[CH3:24][I:25]>CO>[CH3:24][I:25].[C:1]1([C:7]([C:18]2[CH:23]=[CH:22][CH:21]=[CH:20][CH:19]=2)=[C:8]2[CH2:17][N:16]3[CH:11]([CH2:12][CH2:13][CH2:14][CH2:15]3)[CH2:10][CH2:9]2)[CH:2]=[CH:3][CH:4]=[CH:5][CH:6]=1 |f:3.4|. Procedure: In 30 ml. of methanol was dissolved 2.0 g. of 3-diphenylmethylenequinolizidine. After adding 1.5 ml. of methyl iodide to the solution, the mixture was stirred at room temperature for 24 hrs. After completion of the reaction, the solvent was distilled off and the resulting crystals were recrystallized from acetone to obtain 1.6 g. of colorless prisms showing a melting point of 221° to 224° C. Reaction conditions: time 16 hour. Product: ClCCCCN1C(CCCC1)=O (1-(4-chloro-1-butyl)-2-piperidone), pnmr(CDCl3). Run in CN(C=O)C (dimethylformamide), CN(C=O)C (dimethylformamide). RXN SMILES: [H-].[Na+].[Cl:3][CH2:4][CH2:5][CH2:6][CH2:7]Cl.[NH:9]1[CH2:14][CH2:13][CH2:12][CH2:11][C:10]1=[O:15]>CN(C)C=O>[Cl:3][CH2:4][CH2:5][CH2:6][CH2:7][N:9]1[CH2:14][CH2:13][CH2:12][CH2:11][C:10]1=[O:15] |f:0.1|. Reactants: [H-].[Na+] (Sodium hydride), ClCCCCCl (1,4-dichlorobutane), N1C(CCCC1)=O (2-piperidone). Procedure details: Sodium hydride (3.87 g of 50% dispersion in oil, 0.0807 mole) was suspended and stirred in 80 ml of dry dimethylformamide. A solution of 1,4-dichlorobutane (44 ml, 0.404 mole) and 2-piperidone (8 g, 0.0807 mole) in 100 ml of dimethylformamide was added dropwise over 1 hour, maintaining the temperature at 25°-30° C. by use of a water bath. The reaction mixture was stirred for 16 hours at room temperature, then byproduct salt removed by filtration and the mother liquor evaporated in vacuo to one-t... Reactants: [Br-], C[Mg+], Nc1ccc(Cl)cc1C(=O)c1ccccc1, O. Product: CC(O)(c1ccccc1)c1cc(Cl)ccc1N. RXN SMILES: [Br-:1].[CH3:2][Mg+:3].[NH2:4][c:5]1[c:6]([C:7](=[O:8])[c:9]2[cH:10][cH:11][cH:12][cH:13][cH:14]2)[cH:15][c:16]([Cl:19])[cH:17][cH:18]1.[OH2:20]>>[CH3:2][C:7]([c:6]1[c:5]([NH2:4])[cH:18][cH:17][c:16]([Cl:19])[cH:15]1)([OH:8])[c:9]1[cH:10][cH:11][cH:12][cH:13][cH:14]1. Reactants: NC=1C=CC2=C(CC(O2)C(=O)OC)C1 ((±)-5-amino-2,3-dihydro-2-methoxycarbonylbenzofuran), ClC1=NC=C(C(=N1)NC1=CC(=C(C=C1)Cl)Cl)F (2-chloro-N4-(3,4-dichlorophenyl)-5-fluoro-4-pyrimidineamine). Product: ClC=1C=C(C=CC1Cl)NC1=NC(=NC=C1F)NC=1C=CC2=C(CC(O2)C(=O)OC)C1 ((±)-N4-(3,4-dichlorophenyl)-N2-(2,3-dihydro-2-methoxycarbonylbenzofuran-5-yl)-5-fluoro-2,4-pyrimidinediamine). As a reaction SMILES: [NH2:1][C:2]1[CH:3]=[CH:4][C:5]2[O:9][CH:8]([C:10]([O:12][CH3:13])=[O:11])[CH2:7][C:6]=2[CH:14]=1.Cl[C:16]1[N:21]=[C:20]([NH:22][C:23]2[CH:28]=[CH:27][C:26]([Cl:29])=[C:25]([Cl:30])[CH:24]=2)[C:19]([F:31])=[CH:18][N:17]=1>>[Cl:30][C:25]1[CH:24]=[C:23]([NH:22][C:20]2[C:19]([F:31])=[CH:18][N:17]=[C:16]([NH:1][C:2]3[CH:3]=[CH:4][C:5]4[O:9][CH:8]([C:10]([O:12][CH3:13])=[O:11])[CH2:7][C:6]=4[CH:14]=3)[N:21]=2)[CH:28]=[CH:27][C:26]=1[Cl:29]. Procedure details: In like manner to the preparation of (±)-N4-(3,4-difluorophenyl)-N2-(2,3-dihydro-2-methoxycarbonylbenzofuran-5-yl)-5-fluoro-2,4-pyrimidinediamine, the reaction of (±)-5-amino-2,3-dihydro-2-methoxycarbonylbenzofuran with 2-chloro-N4-(3,4-dichlorophenyl)-5-fluoro-4-pyrimidineamine gave (±)-N4-(3,4-dichlorophenyl)-N2-(2,3-dihydro-2-methoxycarbonylbenzofuran-5-yl)-5-fluoro-2,4-pyrimidinediamine. 1H NMR (DMSO-d6): δ 10.13 (bs, 1H), 9.70 (bs, 1H), 8.21 (d, 1H, J=4.8 Hz), 8.04 (d, 1H, J=2.4 Hz), 7.68 (...